Dataset: the Open Reaction Database (ORD), a public repository of structured organic reaction records. Task: describe an organic reaction: reactants, conditions, products, and yield The reactants are Cl.ClC1=CC2=C(N3C(=NN=C3CNC2)[C@@H]2CC[C@H](CC2)C2=CC=CC=C2)C=C1 (trans-8-chloro-1-(4-phenyl-cyclohexyl)-5,6-dihydro-4H-2,3,5,10b-tetraaza-benzo[e]azulene hydrochloride), C([O-])([O-])=O.[K+].[K+] (potassium carbonate), Br.BrCC1=NC=CC=C1 (2-(bromomethyl)pyridine hydrobromide). The solvent is C(C)#N (acetonitrile). Run at temperature 50 celsius, time 65 hour. Yields the product ClC1=CC2=C(N3C(=NN=C3CN(C2)CC2=NC=CC=C2)[C@@H]2CC[C@H](CC2)C2=CC=CC=C2)C=C1 (trans-8-Chloro-1-(4-phenyl-cyclohexyl)-5-pyridin-2-ylmethyl-5,6-dihydro-4H-2,3,5,10b-tetraaza-benzo[e]azulene). Isolated yield 77.1%. Reaction SMILES: Cl.[Cl:2][C:3]1[CH:28]=[CH:27][C:6]2[N:7]3[C:11]([CH2:12][NH:13][CH2:14][C:5]=2[CH:4]=1)=[N:10][N:9]=[C:8]3[C@H:15]1[CH2:20][CH2:19][C@H:18]([C:21]2[CH:26]=[CH:25][CH:24]=[CH:23][CH:22]=2)[CH2:17][CH2:16]1.C(=O)([O-])[O-].[K+].[K+].Br.Br[CH2:37][C:38]1[CH:43]=[CH:42][CH:41]=[CH:40][N:39]=1>C(#N)C>[Cl:2][C:3]1[CH:28]=[CH:27][C:6]2[N:7]3[C:11]([CH2:12][N:13]([CH2:37][C:38]4[CH:43]=[CH:42][CH:41]=[CH:40][N:39]=4)[CH2:14][C:5]=2[CH:4]=1)=[N:10][N:9]=[C:8]3[C@H:15]1[CH2:20][CH2:19][C@H:18]([C:21]2[CH:22]=[CH:23][CH:24]=[CH:25][CH:26]=2)[CH2:17][CH2:16]1 |f:0.1,2.3.4,5.6|. Procedure details: To a mixture of trans-8-chloro-1-(4-phenyl-cyclohexyl)-5,6-dihydro-4H-2,3,5,10b-tetraaza-benzo[e]azulene hydrochloride (0.065 g, 0.16 mmol) and potassium carbonate (0.073 ml, 0.53 mmol) in acetonitrile (1 ml) was added 2-(bromomethyl)pyridine hydrobromide (0.042 g, 0.16 mmol) at room temperature. Stirring for 65 h at 50° C. was followed by partitioning between 1 M aqueous sodium hydroxide solution (50 ml) and dichloromethane (50 ml). The layers were separated. The aqueous layer was extracted wit...